Dataset: the Open Reaction Database (ORD), a public repository of structured organic reaction records. Task: describe an organic reaction: reactants, conditions, products, and yield The reactants are N1CCCCC1 (piperidine), [OH-].[Na+] (sodium hydroxide), CC1=C(C=NO1)C(=O)Cl (5-methyl-4-isoxazolecarboxylic acid chloride), [OH-].[Na+] (sodium hydroxide). Procedure details: 0.4 mol (34.1 g) of piperidine and 40 ml of 10N sodium hydroxide solution are added dropwise to 0.4 mol (58.2 g) of 5-methyl-4-isoxazolecarboxylic acid chloride, emulsified in 300 ml of water, such that the temperature of the reaction mixture does not rise above 35° C. 40 ml of 2N sodium hydroxide solution are then added and the mixture is extracted with 300 ml methylene chloride. The aqueous phase is extracted once more by shaking with 200 ml of methylene chloride. The combined methylene chlori... As a reaction SMILES: [NH:1]1[CH2:6][CH2:5][CH2:4][CH2:3][CH2:2]1.[OH-].[Na+].[CH3:9][C:10]1[O:14][N:13]=[CH:12][C:11]=1[C:15](Cl)=[O:16]>O>[CH3:9][C:10]1[O:14][N:13]=[CH:12][C:11]=1[C:15]([N:1]1[CH2:6][CH2:5][CH2:4][CH2:3][CH2:2]1)=[O:16] |f:1.2|. Solvent: O (water). Yields the product CC1=C(C=NO1)C(=O)N1CCCCC1 (N-(5-Methyl-4-isoxazolylcarbonyl)-piperidine).